describe an organic reaction: reactants, conditions, products, and yield From a dataset of the Open Reaction Database (ORD), a public repository of structured organic reaction records. The reactants are N1=CC(=C2N1C=CC=C2)CO (pyrazolo[1,5-a]pyridin-3-ylmethanol), P(Br)(Br)Br (PBr3). Run in C(Cl)Cl (DCM). Product: BrCC=1C=NN2C1C=CC=C2 (3-(bromomethyl)pyrazolo[1,5-a]pyridine). As a reaction SMILES: [N:1]1[N:5]2[CH:6]=[CH:7][CH:8]=[CH:9][C:4]2=[C:3]([CH2:10]O)[CH:2]=1.P(Br)(Br)[Br:13]>C(Cl)Cl>[Br:13][CH2:10][C:3]1[CH:2]=[N:1][N:5]2[CH:6]=[CH:7][CH:8]=[CH:9][C:4]=12. Procedure details: To the solution of pyrazolo[1,5-a]pyridin-3-ylmethanol (2) (50 mg, 0.338 mmol) in DCM (2 mL) was added PBr3 (36.58 mg, 0.135 mmol) at room temperature for 30 min. The reaction solution was used in the next step.